Dataset: the Open Reaction Database (ORD), a public repository of structured organic reaction records. Task: describe an organic reaction: reactants, conditions, products, and yield Reactants: O (Water), C(C)(C)(C)OC(C(C)(C)SC=1SC=C(N1)CCO)=O (2-{[4-(2-hydroxyethyl)-1,3-thiazol-2-yl]thio}-2-methylpropionic acid tert-butyl ester), BrC=1C=NC(=NC1)Cl (5-bromo-2-chloropyrimidine), CC(C)([O-])C.[K+] (potassium tert-butoxide). Solvent: CN(C=O)C (N,N-dimethylformamide). Reaction conditions: time 4 hour. Yields the product C(C)(C)(C)OC(C(C)(C)SC=1SC=C(N1)CCOC1=NC=C(C=N1)Br)=O (2-[(4-{2-[(5-bromopyrimidin-2-yl)oxy]ethyl}-1,3-thiazol-2-yl)thio]-2-methylpropionic acid tert-butyl ester). The yield is 50.4%. RXN SMILES: [C:1]([O:5][C:6](=[O:19])[C:7]([S:10][C:11]1[S:12][CH:13]=[C:14]([CH2:16][CH2:17][OH:18])[N:15]=1)([CH3:9])[CH3:8])([CH3:4])([CH3:3])[CH3:2].[Br:20][C:21]1[CH:22]=[N:23][C:24](Cl)=[N:25][CH:26]=1.CC(C)([O-])C.[K+].O>CN(C)C=O>[C:1]([O:5][C:6](=[O:19])[C:7]([S:10][C:11]1[S:12][CH:13]=[C:14]([CH2:16][CH2:17][O:18][C:24]2[N:25]=[CH:26][C:21]([Br:20])=[CH:22][N:23]=2)[N:15]=1)([CH3:9])[CH3:8])([CH3:2])([CH3:4])[CH3:3] |f:2.3|. Reported procedure: 2-{[4-(2-Hydroxyethyl)-1,3-thiazol-2-yl]thio}-2-methylpropionic acid tert-butyl ester (7.84 g) synthesized in Example 4 and 5-bromo-2-chloropyrimidine (5.0 g) were dissolved in N,N-dimethylformamide (70 mL), potassium tert-butoxide (3.47 g) was added, and the mixture was stirred at room temperature for 4 hr. Water was added to the reaction mixture, and the mixture was extracted with ethyl acetate. The organic layer was washed with saturated brine and dried over anhydrous sodium sulfate. The solv...